This data is from the Open Reaction Database (ORD), a public repository of structured organic reaction records. The task is: describe an organic reaction: reactants, conditions, products, and yield Reactants: CCCc1c(Cn2ccnc2-c2cccc(F)n2)ncn2cc(C(=O)OCC)nc12, CCO, N. Product: CCCc1c(Cn2ccnc2-c2cccc(F)n2)ncn2cc(C(N)=O)nc12. As a reaction SMILES: [CH2:2]([O:4][C:5](=[O:3])[c:7]1[n:8][c:9]2[n:10]([cH:11][n:12][c:13]([CH2:18][n:19]3[c:20](-[c:24]4[n:25][c:26]([F:30])[cH:27][cH:28][cH:29]4)[n:21][cH:22][cH:23]3)[c:14]2[CH2:15][CH2:16][CH3:17])[cH:31]1)[CH3:6].[CH3:32][CH2:33][OH:34].[NH3:1]>>[NH2:1][C:5](=[O:4])[c:7]1[n:8][c:9]2[n:10]([cH:11][n:12][c:13]([CH2:18][n:19]3[c:20](-[c:24]4[n:25][c:26]([F:30])[cH:27][cH:28][cH:29]4)[n:21][cH:22][cH:23]3)[c:14]2[CH2:15][CH2:16][CH3:17])[cH:31]1. Yields the product C(C1=CC=CC=C1)(C1=CC=CC=C1)(C1=CC=CC=C1)N1C=NC(=C1)CCO (2-(1-trityl-1H-imidazol-4-yl)-ethanol). Procedure details: (1-Trityl-1H-imidazol-4-yl)acetic acid (65 g, 0.17 mol) is suspended in THF (400 mL) and cooled to 0° C. To this is added BH3.THF solution (350 mL, 1.0 M). The clear solution obtained is stirred at 0° C. for 30 min before warming to room temperature until LCMS indicated completion of the reaction. The solution is cooled again to 0° C. and quenched carefully with water (250 mL). The resulting solution is diluted with EtOAc (300 mL) and transferred to a separatory funnel and the aqueous layer is e... The solvent is C(O)CN (ethanolamine), CCOC(=O)C (EtOAc), C1CCOC1 (THF). Reaction SMILES: [C:1]([N:20]1[CH:24]=[C:23]([CH2:25][C:26](O)=[O:27])[N:22]=[CH:21]1)([C:14]1[CH:19]=[CH:18][CH:17]=[CH:16][CH:15]=1)([C:8]1[CH:13]=[CH:12][CH:11]=[CH:10][CH:9]=1)[C:2]1[CH:7]=[CH:6][CH:5]=[CH:4][CH:3]=1.B.C1COCC1>C1COCC1.C(CN)O.CCOC(C)=O>[C:1]([N:20]1[CH:24]=[C:23]([CH2:25][CH2:26][OH:27])[N:22]=[CH:21]1)([C:14]1[CH:15]=[CH:16][CH:17]=[CH:18][CH:19]=1)([C:8]1[CH:9]=[CH:10][CH:11]=[CH:12][CH:13]=1)[C:2]1[CH:7]=[CH:6][CH:5]=[CH:4][CH:3]=1 |f:1.2|. Reactants: C(C1=CC=CC=C1)(C1=CC=CC=C1)(C1=CC=CC=C1)N1C=NC(=C1)CC(=O)O ((1-Trityl-1H-imidazol-4-yl)acetic acid), B.C1CCOC1 (BH3.THF). Reaction conditions: temperature 0 celsius, time 30 minute. Procedure: 77.5 mg trimethyloxonium tetrafluoroborate was added to 100 mg 5-oxo-[1,4]diazepane-1-carboxylic acid tert-butyl ester in 2 mL dichlormethane at 0-5° C. The reaction mixture was stirred over night at RT. The reaction was washed with saturated sodium hydrogencarbonate solution and water and evaporated to yield 100 mg of the desired product. Rt: 0.79 min (method B), (M+H)+: 229 The solvent is ClCCl (dichlormethane). Yield: 93.9%. As a reaction SMILES: F[B-](F)(F)F.[CH3:6][O+](C)C.[C:10]([O:14][C:15]([N:17]1[CH2:23][CH2:22][C:21](=[O:24])[NH:20][CH2:19][CH2:18]1)=[O:16])([CH3:13])([CH3:12])[CH3:11]>ClCCl>[C:10]([O:14][C:15]([N:17]1[CH2:23][CH2:22][C:21]([O:24][CH3:6])=[N:20][CH2:19][CH2:18]1)=[O:16])([CH3:13])([CH3:11])[CH3:12] |f:0.1|. The reactants are F[B-](F)(F)F.C[O+](C)C (trimethyloxonium tetrafluoroborate), C(C)(C)(C)OC(=O)N1CCNC(CC1)=O (5-oxo-[1,4]diazepane-1-carboxylic acid tert-butyl ester). Product: C(C)(C)(C)OC(=O)N1CCN=C(CC1)OC (5-Methoxy-2,3,6,7-tetrahydro-(1,4)-diazepine-1-carboxylic acid tert-butyl ester). Reported procedure: A mixture of N-((2S)-1-((2-(3-fluoro-4-hydroxyphenyl)[1,3]oxazolo[4,5-c]pyridin-6-yl)oxy)propan-2-yl)acetamide (100 mg), 2-(2,2-difluorocyclopropyl)ethyl methanesulfonate (232 mg), potassium carbonate (160 mg) and DMF (1 mL) was stirred overnight at 70° C. To the reaction mixture was added water, and the mixture was extracted with ethyl acetate. The combined organic layer were washed with saturated brine, and dried over anhydrous magnesium sulfate, and the solvent was evaporated under reduced pr... Run in O (water). Reaction conditions: temperature 70 celsius, time 8 hour. Product: FC1(C(C1)CCOC1=C(C=C(C=C1)C=1OC2=C(C=NC(=C2)OC[C@H](C)NC(C)=O)N1)F)F (N-((2S)-1-((2-(4-(2-(2,2-difluorocyclopropyl)ethoxy)-3-fluorophenyl)[1,3]oxazolo[4,5-c]pyridin-6-yl)oxy)propan-2-yl)acetamide). RXN SMILES: [F:1][C:2]1[CH:3]=[C:4]([C:9]2[O:10][C:11]3[CH:16]=[C:15]([O:17][CH2:18][C@@H:19]([NH:21][C:22](=[O:24])[CH3:23])[CH3:20])[N:14]=[CH:13][C:12]=3[N:25]=2)[CH:5]=[CH:6][C:7]=1[OH:8].CS(O[CH2:31][CH2:32][CH:33]1[CH2:35][C:34]1([F:37])[F:36])(=O)=O.C(=O)([O-])[O-].[K+].[K+].CN(C=O)C>O>[F:36][C:34]1([F:37])[CH2:35][CH:33]1[CH2:32][CH2:31][O:8][C:7]1[CH:6]=[CH:5][C:4]([C:9]2[O:10][C:11]3[CH:16]=[C:15]([O:17][CH2:18][C@@H:19]([NH:21][C:22](=[O:24])[CH3:23])[CH3:20])[N:14]=[CH:13][C:12]=3[N:25]=2)=[CH:3][C:2]=1[F:1] |f:2.3.4|. The yield is 82.2%. Reactants: FC=1C=C(C=CC1O)C=1OC2=C(C=NC(=C2)OC[C@H](C)NC(C)=O)N1 (N-((2S)-1-((2-(3-fluoro-4-hydroxyphenyl)[1,3]oxazolo[4,5-c]pyridin-6-yl)oxy)propan-2-yl)acetamide), CS(=O)(=O)OCCC1C(C1)(F)F (2-(2,2-difluorocyclopropyl)ethyl methanesulfonate), C([O-])([O-])=O.[K+].[K+] (potassium carbonate), CN(C)C=O (DMF).